This data is from the Open Reaction Database (ORD), a public repository of structured organic reaction records. The task is: describe an organic reaction: reactants, conditions, products, and yield Starting materials: BrCc1ccc2ccccc2c1, O=C([O-])[O-], CCCN(CCC)CCCc1ccc(O)cc1, Cl, [H-], [K+], [K+], [Na+], CN(C)C=O, O. Product: CCCN(CCC)CCCc1ccc(OCc2ccc3ccccc3c2)cc1, Cl. Reaction SMILES: [Br:19][CH2:20][c:21]1[cH:22][c:23]2[cH:24][cH:25][cH:26][cH:27][c:28]2[cH:29][cH:30]1.[C:31](=[O:32])([O-:33])[O-:34].[CH2:2]([CH2:3][CH3:4])[N:5]([CH2:6][CH2:7][CH3:8])[CH2:9][CH2:10][CH2:11][c:12]1[cH:13][cH:14][c:15]([OH:18])[cH:16][cH:17]1.[ClH:1].[H-:37].[K+:35].[K+:36].[Na+:38].[O:40]=[CH:41][N:42]([CH3:43])[CH3:44].[OH2:39]>>[CH2:2]([CH2:3][CH3:4])[N:5]([CH2:6][CH2:7][CH3:8])[CH2:9][CH2:10][CH2:11][c:12]1[cH:13][cH:14][c:15]([O:18][CH2:20][c:21]2[cH:22][c:23]3[cH:24][cH:25][cH:26][cH:27][c:28]3[cH:29][cH:30]2)[cH:16][cH:17]1.[ClH:1]. Reactants: C=O (formaldehyde), ON1C(C2=CC=CC=3C2=C(C1=O)C=C(C3)O)=O (2,5-Dihydroxy-benzo[de]isoquinoline-1,3-dione), N1CCCCC1 (piperidine). The solvent is O1CCOCC1 (dioxane). Conditions: time 40 hour. Product: ON1C(C2=CC=CC=3C2=C(C1=O)C(=C(C3N3CCCCC3)O)C)=O (2,5-Dihydroxy-6-(piperidin-1-yl)-methyl-benzo[de]isoquinoline-1,3-dione). Yield: 67.3%. As a reaction SMILES: [OH:1][N:2]1[C:11](=[O:12])[C:10]2[CH:13]=[C:14]([OH:16])[CH:15]=[C:8]3[C:9]=2[C:4](=[CH:5][CH:6]=[CH:7]3)[C:3]1=[O:17].[CH2:18]=O.[NH:20]1[CH2:25][CH2:24][CH2:23][CH2:22][CH2:21]1>O1CCOCC1>[OH:1][N:2]1[C:11](=[O:12])[C:10]2[C:13]([CH3:18])=[C:14]([OH:16])[C:15]([N:20]3[CH2:25][CH2:24][CH2:23][CH2:22][CH2:21]3)=[C:8]3[C:9]=2[C:4](=[CH:5][CH:6]=[CH:7]3)[C:3]1=[O:17]. Procedure details: To a suspension of 150 mg (0.66 mmol) of 2,5-dihydroxy-benzo[de]isoquinoline-1,3-dione (from Example 3) in 4 mL dioxane was added 0.6 mL (7.4 mol) of 37% aqueous formaldehyde, and then 168 mg (2.0 mmol) of piperidine. The reaction mixture was stirred at room temperature 40 hours and quenched with 25 mL water. The precipitate was isolated, washed with water, and dried to yield 145 mg of the title compounds, mp 224-225° C. Starting materials: C(C1=CC=CC=C1)OC=1C=C(C=CC1)CCCCCCCS(=O)(=O)Cl (7-(3-Benzyloxy-phenyl)-heptanesulfonyl chloride), [NH4+].[F-] (NH4F). Solvent: CC(=O)C (acetone). Yields the product C(C1=CC=CC=C1)OC=1C=C(C=CC1)CCCCCCCS(=O)(=O)F (7-(3-Benzyloxy-phenyl)-heptanesulfonyl fluoride), C(C1=CC=CC=C1)OC1=CC=C(C=C1)CCCCCCCS(=O)(=O)F (7-(4-Benzyloxy-phenyl)-heptanesulfonyl fluoride). The yield is 180.1%. RXN SMILES: [CH2:1]([O:8][C:9]1[CH:10]=[C:11]([CH2:15][CH2:16][CH2:17][CH2:18][CH2:19][CH2:20][CH2:21][S:22](Cl)(=[O:24])=[O:23])[CH:12]=[CH:13][CH:14]=1)[C:2]1[CH:7]=[CH:6][CH:5]=[CH:4][CH:3]=1.[NH4+].[F-:27]>CC(C)=O>[CH2:1]([O:8][C:9]1[CH:10]=[C:11]([CH2:15][CH2:16][CH2:17][CH2:18][CH2:19][CH2:20][CH2:21][S:22]([F:27])(=[O:24])=[O:23])[CH:12]=[CH:13][CH:14]=1)[C:2]1[CH:7]=[CH:6][CH:5]=[CH:4][CH:3]=1.[CH2:1]([O:8][C:9]1[CH:14]=[CH:13][C:12]([CH2:15][CH2:16][CH2:17][CH2:18][CH2:19][CH2:20][CH2:21][S:22]([F:27])(=[O:24])=[O:23])=[CH:11][CH:10]=1)[C:2]1[CH:3]=[CH:4][CH:5]=[CH:6][CH:7]=1 |f:1.2|. Procedure details: 7-(3-Benzyloxy-phenyl)-heptanesulfonyl fluoride (13.2) was prepared as in 13.1 using 12.2 (0.149 g, 0.39 mmol) and NH4F (0.029 g, 0.78 mmol) in dry acetone (10 mL). Purification by flash column chromatography on silica gel gave the title compound (0.128 g, 91% yield) as a viscous liquid. The reactants are Cl (hydrochloric acid), BrC1=NOC(=C1)C(=O)OCC (ethyl 3-bromoisoxazole-5-carboxylate), BrC1=NOC(=C1)C(=O)OCC (ethyl 3-bromoisoxazole-5-carboxylate), [OH-].[Na+] (sodium hydroxide). Solvent: CO (MeOH), O (water). Product: BrC1=NOC(=C1)C(=O)O (3-Bromoisoxazole-5-carboxylic acid). Yield: 80.7%. RXN SMILES: [Br:1][C:2]1[CH:6]=[C:5]([C:7]([O:9]CC)=[O:8])[O:4][N:3]=1.[OH-].[Na+].Cl>CO.O>[Br:1][C:2]1[CH:6]=[C:5]([C:7]([OH:9])=[O:8])[O:4][N:3]=1 |f:1.2|. Procedure details: A solution of 442 mg (2.0 mmol) of ethyl 3-bromoisoxazole-5-carboxylate (Intermediate 119) and 5.0 ml of 1 N sodium hydroxide in 10 ml of MeOH was stirred at ambient temperature for 5 h, then acidified with 6.0 ml of 1 N hydrochloric acid, diluted with 25 ml of water and extracted with EtOAc (3×25 ml). The combined organic extract was dried over magnesium sulfate and concentrated in vacuo to give the title compound as a white solid (310 mg). The reactants are COc1cccc(CSc2ncccc2C(=O)O)c1, CI, CC#N. Yields the product COC(=O)c1cccnc1SCc1cccc(OC)c1. Reaction SMILES: [CH3:1][O:2][c:3]1[cH:4][c:5]([CH2:6][S:7][c:8]2[c:9]([C:10](=[O:11])[OH:12])[cH:13][cH:14][cH:15][n:16]2)[cH:17][cH:18][cH:19]1.[CH3:20][I:21].[CH3:22][C:23]#[N:24]>>[CH3:1][O:2][c:3]1[cH:4][c:5]([CH2:6][S:7][c:8]2[c:9]([C:10](=[O:11])[O:12][CH3:20])[cH:13][cH:14][cH:15][n:16]2)[cH:17][cH:18][cH:19]1. The reactants are NC1=NC=C(C(N1)=O)[N+](=O)[O-] (2-amino-5-nitro-3,4-dihydropyrimidin-4-one), P(=O)(Cl)(Cl)Cl (phosphorus oxychloride). The solvent is C(Cl)Cl (DCM). Run at temperature 100 celsius. Yields the product ClC1C(=CN=C(N1)N)[N+](=O)[O-] (6-chloro-5-nitro-1,6-dihydropyrimidin-2-amine). RXN SMILES: [NH2:1][C:2]1[NH:7][C:6](=O)[C:5]([N+:9]([O-:11])=[O:10])=[CH:4][N:3]=1.P(Cl)(Cl)([Cl:14])=O>C(Cl)Cl>[Cl:14][CH:6]1[NH:7][C:2]([NH2:1])=[N:3][CH:4]=[C:5]1[N+:9]([O-:11])=[O:10]. Reported procedure: A suspension mixture of 2-amino-5-nitro-3,4-dihydropyrimidin-4-one (1.5 g, 9.61 mmol) and phosphorus oxychloride (27 mL, 0.29 mol) was heated under reflux (100° C.) for 18 hr. The reaction mixture turned into a yellow solution. The mixture was cooled to RT before being concentrated in vacuo. DCM (10 mL) was added and concentrated in vacuo was repeated. Ice (ca 5 g) was added, resulted in a sticky solid. DCM (20 mL) was added and the mixture was quenched by addition to an ice-cold saturated aqueo... Starting materials: [Al+3], O=C(O)c1cc(Br)ccc1Cl, COc1ccccc1, [Cl-], [Cl-], [Cl-], O=C(Cl)C(=O)Cl, ClCCl, CN(C)C=O. Product: COc1ccc(C(=O)c2cc(Br)ccc2Cl)cc1. As a reaction SMILES: [Al+3:27].[Br:1][c:2]1[cH:3][cH:4][c:5]([Cl:11])[c:6]([C:7](=[O:8])[OH:9])[cH:10]1.[CH3:18][O:19][c:20]1[cH:21][cH:22][cH:23][cH:24][cH:25]1.[Cl-:26].[Cl-:28].[Cl-:29].[Cl:12][C:13]([C:14]([Cl:15])=[O:16])=[O:17].[Cl:30][CH2:31][Cl:32].[O:33]=[CH:34][N:35]([CH3:36])[CH3:37]>>[Br:1][c:2]1[cH:3][cH:4][c:5]([Cl:11])[c:6]([C:7](=[O:9])[c:23]2[cH:22][cH:21][c:20]([O:19][CH3:18])[cH:25][cH:24]2)[cH:10]1. The reactants are N1=C(C=CC2=CC=CC=C12)C(=O)O (2-quinolinecarboxylic acid), Cl.Cl.COC=1C=C(CN2CCNCC2)C=C(C1OC)OC (1-(3,4,5-trimethoxybenzyl)piperazine dihydrochloride), Cl (hydrochloride), C(#N)P(OCC)(OCC)=O (diethyl cyanophosphonate). The solvent is CN(C=O)C (N,N-dimethylformamide), C(C)N(CC)CC (triethylamine), C(C)(=O)OCC (ethyl acetate), O (water). Reaction conditions: time 1 hour. Product: Cl.Cl.N1=C(C=CC2=CC=CC=C12)C(=O)N1CCN(CC1)CC1=CC(=C(C(=C1)OC)OC)OC (1-(2-quinolylcarbonyl)-4-(3,4,5-trimethoxybenzyl)piperazine dihydrochloride). Yield: 49.9%. Reaction SMILES: [N:1]1[C:10]2[C:5](=[CH:6][CH:7]=[CH:8][CH:9]=2)[CH:4]=[CH:3][C:2]=1[C:11]([OH:13])=O.[ClH:14].Cl.[CH3:16][O:17][C:18]1[CH:19]=[C:20]([CH:28]=[C:29]([O:33][CH3:34])[C:30]=1[O:31][CH3:32])[CH2:21][N:22]1[CH2:27][CH2:26][NH:25][CH2:24][CH2:23]1.C(P(=O)(OCC)OCC)#N.Cl>C(OCC)(=O)C.O.CN(C)C=O.C(N(CC)CC)C>[ClH:14].[ClH:14].[N:1]1[C:10]2[C:5](=[CH:6][CH:7]=[CH:8][CH:9]=2)[CH:4]=[CH:3][C:2]=1[C:11]([N:25]1[CH2:24][CH2:23][N:22]([CH2:21][C:20]2[CH:28]=[C:29]([O:33][CH3:34])[C:30]([O:31][CH3:32])=[C:18]([O:17][CH3:16])[CH:19]=2)[CH2:27][CH2:26]1)=[O:13] |f:1.2.3,10.11.12|. Reported procedure: To a mixture of 2-quinolinecarboxylic acid (0.55 g), 1-(3,4,5-trimethoxybenzyl)piperazine dihydrochloride (1.1 g), triethylamine (1.2 g) and N,N-dimethylformamide (20 ml) is added dropwise at room temperature diethyl cyanophosphonate (1.2 ml), followed by stirring for one hour. After addition of water (100 ml) and ethyl acetate (100 ml), the reaction mixture is extracted with ethyl acetate. The extract is washed with water, dried, and concentrated under reduced pressure. The residue is purified ...